Task: describe an organic reaction: reactants, conditions, products, and yield. Dataset: the Open Reaction Database (ORD), a public repository of structured organic reaction records Starting materials: Cl.NO (hydroxylamine hydrochloride), C(OC)(OC)OC (trimethyl orthoformate), p-aminobenzaldehyde ethylene glycol acetal, [N-]=C=O.C(C=C)OC([C@@H](N)CC(C)C)=O (leucine allyl ester isocyanate), N1=CC=CC=C1 (pyridine), C1CCOC1 (THF), C1CCOC1 (THF). The solvent is CO (CH3OH). Conditions: time 2 hour. The product is ON=CC1=CC=C(C=C1)NC(=O)NC(CC(C)C)C(=O)OCC=C (4-(hydroxyiminomethyl)phenyl-N'-[1-(allyloxycarbonyl)-3methylbutyl]urea). As a reaction SMILES: [N-:1]=[C:2]=[O:3].[CH2:4]([O:7][C:8](=[O:15])[C@H:9]([CH2:11][CH:12]([CH3:14])[CH3:13])[NH2:10])[CH:5]=[CH2:6].[N:16]1[CH:21]=[CH:20][CH:19]=[CH:18][CH:17]=1.Cl.N[OH:24].C(OC)(OC)OC.[CH2:32]1COC[CH2:33]1>CO>[OH:24][N:16]=[CH:21][C:20]1[CH:33]=[CH:32][C:17]([NH:1][C:2]([NH:10][CH:9]([C:8]([O:7][CH2:4][CH:5]=[CH2:6])=[O:15])[CH2:11][CH:12]([CH3:13])[CH3:14])=[O:3])=[CH:18][CH:19]=1 |f:0.1,3.4|. Procedure details: A solution of 0.1 mol of p-aminobenzaldehyde ethylene glycol acetal in 100 mL of anhydrous THF is added dropwise over 10 minutes to a solution of 0.1 mol of leucine allyl ester isocyanate and 0.35 mol pyridine in 100 mL THF at room temperature under N2. The reaction mixture is stirred at room temperature for 2 hours. After 2 hours the solvent is removed by rotary evaporator. A solution of 0.11 mmol hydroxylamine hydrochloride and 0.1 mol trimethyl orthoformate in CH3OH is added, and the reaction... Reactants: BrBr (Bromine), BrBr (bromine), BrBr (bromine), [Cl-] (chloride), BrBr (bromine), ClC1CC(C(C(=O)Cl)C=C1)C(=O)Cl (4-chlorotetrahydrophthaloyl chloride). Solvent: ClC1=CC=CC=C1 (chlorobenzene). Run at temperature 135 celsius. Yields the product ClC=1C=C(C(C(=O)Cl)=CC1)C(=O)Cl (4-chlorophthaloyl chloride). RXN SMILES: [Cl-].BrBr.[Cl:4][CH:5]1[CH:13]=[CH:12][CH:8]([C:9]([Cl:11])=[O:10])[CH:7]([C:14]([Cl:16])=[O:15])[CH2:6]1>ClC1C=CC=CC=1>[Cl:4][C:5]1[CH:6]=[C:7]([C:14]([Cl:16])=[O:15])[C:8](=[CH:12][CH:13]=1)[C:9]([Cl:11])=[O:10]. Reported procedure: To a 1-l three-necked flask, equipped with a mechanical stirrer, a condenser with a gas outlet and an equa-pressured addition funnel, is charged 241.5 g (1 mole) of 4-chloratetrahydrophthaloyl chloride and 36 g of chlorobenzene. The mixture is heated to 100°-110° C. with stirring. Bromine, 320 g (2 moles) is added dropwise into the solution in a sub-surface manner. The color dissipates quickly and an evolution of gas occurs. When approximately 240 g of bromine has been added, the pot temperature... Reactants: CC1COCCN1, CN1CCCC1=O, Cc1ccc(C(=O)NC2CC2)cc1-c1cc2cnnc(Cl)c2s1, O. Yields the product Cc1ccc(C(=O)NC2CC2)cc1-c1cc2cnnc(N3CCOCC3C)c2s1. Reaction SMILES: [CH3:24][CH:25]1[CH2:26][O:27][CH2:28][CH2:29][NH:30]1.[CH3:31][N:32]1[CH2:33][CH2:34][CH2:35][C:36]1=[O:37].[Cl:1][c:2]1[n:3][n:4][cH:5][c:6]2[c:7]1[s:8][c:9](-[c:11]1[cH:12][c:13]([C:14](=[O:15])[NH:16][CH:17]3[CH2:18][CH2:19]3)[cH:20][cH:21][c:22]1[CH3:23])[cH:10]2.[OH2:38]>>[c:2]1([N:30]2[CH:25]([CH3:24])[CH2:26][O:27][CH2:28][CH2:29]2)[n:3][n:4][cH:5][c:6]2[c:7]1[s:8][c:9](-[c:11]1[cH:12][c:13]([C:14](=[O:15])[NH:16][CH:17]3[CH2:18][CH2:19]3)[cH:20][cH:21][c:22]1[CH3:23])[cH:10]2. The reactants are FC(C=1C=C(C=CC1)NC1=NN=C(O1)C1=C(C=CC=C1)O)(F)F (2-(5-(3-trifluoromethylphenylamino)-1,3,4-oxadiazol-2-yl) phenol), FC(C=1C=C(C=CC1)NC1=NN=C(O1)C1=C(C=CC=C1)O)(F)F (2-(5-(3-trifluoromethylphenylamino)-1,3,4-oxadiazol-2-yl) phenol), ClCC1=CC=NC2=CC=CC=C12 (4-chloromethylquinoline), C([O-])([O-])=O.[K+].[K+] (potassium carbonate). Solvent: CN(C=O)C (N,N-dimethylformamide), C(C)(=O)OCC (ethyl acetate). Reaction conditions: temperature 60 celsius. Yields the product N1=CC=C(C2=CC=CC=C12)COC1=C(C=CC=C1)C1=NN=C(O1)NC1=CC(=CC=C1)C(F)(F)F (5-(2-(Quinolin-4-yl)methoxyphenyl)-N-(3-trifluoromethylphenyl)-1,3,4-oxadiazol-2-amine). Yield: 27.2%. As a reaction SMILES: [F:1][C:2]([F:23])([F:22])[C:3]1[CH:4]=[C:5]([NH:9][C:10]2[O:14][C:13]([C:15]3[CH:20]=[CH:19][CH:18]=[CH:17][C:16]=3[OH:21])=[N:12][N:11]=2)[CH:6]=[CH:7][CH:8]=1.Cl[CH2:25][C:26]1[C:35]2[C:30](=[CH:31][CH:32]=[CH:33][CH:34]=2)[N:29]=[CH:28][CH:27]=1.C(=O)([O-])[O-].[K+].[K+]>CN(C)C=O.C(OCC)(=O)C>[N:29]1[C:30]2[C:35](=[CH:34][CH:33]=[CH:32][CH:31]=2)[C:26]([CH2:25][O:21][C:16]2[CH:17]=[CH:18][CH:19]=[CH:20][C:15]=2[C:13]2[O:14][C:10]([NH:9][C:5]3[CH:6]=[CH:7][CH:8]=[C:3]([C:2]([F:22])([F:1])[F:23])[CH:4]=3)=[N:11][N:12]=2)=[CH:27][CH:28]=1 |f:2.3.4|. Procedure details: To a solution of 2-(5-(3-trifluoromethylphenylamino)-1,3,4-oxadiazol-2-yl) phenol (100 mg, 0.31 mmol; Reference Compound 9-(1)) and 4-chloromethylquinoline (55 mg, 0.31 mmol) in N,N-dimethylformamide (1.0 mL) was added potassium carbonate (86 mg, 0.62 mmol) at room temperature and then the mixture was stirred at 60° C. over night. The reaction solution was cooled to a room temperature and diluted with ethyl acetate (100 mL). The ethyl acetate solution was washed with a saturated brine solution (... Reactants: ClCCl, O=C(O)c1coc2ccc(OCc3ccccc3)cc2c1=O, CO, O=C(Cl)C(=O)Cl, CN(C)C=O. Yields the product COC(=O)c1coc2ccc(OCc3ccccc3)cc2c1=O. RXN SMILES: [CH2:36]([Cl:37])[Cl:38].[CH2:7]([c:8]1[cH:9][cH:10][cH:11][cH:12][cH:13]1)[O:14][c:15]1[cH:16][c:17]2[c:18](=[O:28])[c:19]([C:25](=[O:26])[OH:27])[cH:20][o:21][c:22]2[cH:23][cH:24]1.[CH3:34][OH:35].[Cl:1][C:2]([C:3]([Cl:4])=[O:5])=[O:6].[O:29]=[CH:30][N:31]([CH3:32])[CH3:33]>>[CH3:2][O:27][C:25]([c:19]1[c:18](=[O:28])[c:17]2[cH:16][c:15]([O:14][CH2:7][c:8]3[cH:9][cH:10][cH:11][cH:12][cH:13]3)[cH:24][cH:23][c:22]2[o:21][cH:20]1)=[O:26]. Starting materials: C(C)NC1=NC=CC(=C1)C(CN)(OCC)OCC (2-(2-ethylamino-4-pyridyl)-2,2-diethoxyethylamine), Cl.C(C)(OCC)=N (ethyl acetimidate hydrochloride), C([O-])([O-])=O.[K+].[K+] (potassium carbonate). Run in C(C)O (ethanol). Product: C(C)NC1=NC=CC(=C1)C=1N=C(NC1)C (2-ethylamino-4-(2-methyl-4-imidazolyl)pyridine). Reaction SMILES: [CH2:1]([NH:3][C:4]1[CH:9]=[C:8]([C:10](OCC)(OCC)[CH2:11][NH2:12])[CH:7]=[CH:6][N:5]=1)[CH3:2].Cl.[C:20](=[NH:25])(OCC)[CH3:21].C(=O)([O-])[O-].[K+].[K+]>C(O)C>[CH2:1]([NH:3][C:4]1[CH:9]=[C:8]([C:10]2[N:25]=[C:20]([CH3:21])[NH:12][CH:11]=2)[CH:7]=[CH:6][N:5]=1)[CH3:2] |f:1.2,3.4.5|. Procedure details: A mixture of 2.0 g. (8 mmoles) of 2-(2-ethylamino-4-pyridyl)-2,2-diethoxyethylamine, 1.0 g. (8.3 mmoles) of ethyl acetimidate hydrochloride and 30 ml. of absolute ethanol was heated at reflux for 1.3 hours. The mixture was concentrated, and the residue taken up in 10 ml. of concentrated hydrochloric acid. The acid solution was heated on a steam bath for one hour and the cooled reaction made basic by the addition of solid potassium carbonate. The product was extracted with chloroform (4×15 ml.) a...